From a dataset of the Open Reaction Database (ORD), a public repository of structured organic reaction records. describe an organic reaction: reactants, conditions, products, and yield The reactants are OC=1C2=C(N=CN1)C(=CC=N2)C(=O)N (4-hydroxypyrido[3,2-d]pyrimidine-8-carboxamide), Cl.FC1=C(C=C(C=C1)[C@@H](CN(C)C)N)C(F)(F)F ((S)-1-(4-Fluoro-3-trifluoromethyl-phenyl)-N2,N2-dimethyl-ethane-1,2-diamine hydrochloride). Reaction SMILES: O[C:2]1[C:3]2[N:11]=[CH:10][CH:9]=[C:8]([C:12]([NH2:14])=[O:13])[C:4]=2[N:5]=[CH:6][N:7]=1.Cl.[F:16][C:17]1[CH:22]=[CH:21][C:20]([C@H:23]([NH2:28])[CH2:24][N:25]([CH3:27])[CH3:26])=[CH:19][C:18]=1[C:29]([F:32])([F:31])[F:30]>>[CH3:26][N:25]([CH3:27])[CH2:24][C@@H:23]([NH:28][C:2]1[C:3]2[N:11]=[CH:10][CH:9]=[C:8]([C:12]([NH2:14])=[O:13])[C:4]=2[N:5]=[CH:6][N:7]=1)[C:20]1[CH:21]=[CH:22][C:17]([F:16])=[C:18]([C:29]([F:30])([F:31])[F:32])[CH:19]=1 |f:1.2|. Yields the product CN(C[C@H](C1=CC(=C(C=C1)F)C(F)(F)F)NC=1C2=C(N=CN1)C(=CC=N2)C(=O)N)C (4-[(S)-2-Dimethylamino-1-(4-fluoro-3-trifluoromethyl-phenyl)-ethylamino]-pyrido[3,2-d]pyrimidine-8-carboxylic acid amide). Reported procedure: Compound 50 was prepared following general synthesis scheme 7 wherein 4-hydroxypyrido[3,2-d]pyrimidine-8-carboxamide (G) was reacted with (S)-1-(4-Fluoro-3-trifluoromethyl-phenyl)-N2,N2-dimethyl-ethane-1,2-diamine hydrochloride to give the title compound as a white solid. LC/MS [423 (M+H)]; 1H NMR (400 MHz, Acetonitrile-d3) δ 10.31 (s, 1H), 8.96 (d, 1H), 8.55-8.42 (m, 3H), 7.90-7.73 (m, 2H), 7.33 (t, 1H), 6.63 (s, 1H), 5.55 (s, 1H), 3.20 (s, 1H), 2.81 (s, 1H), 2.17 (s, 6H). Reactants: CCOC(C)=O, O, ClC(c1ccccc1)(c1ccccc1)c1ccccc1, c1c[nH]cn1. Yields the product c1ccc(C(c2ccccc2)(c2ccccc2)n2ccnc2)cc1. Reaction SMILES: [CH3:27][CH2:28][O:29][C:30](=[O:31])[CH3:32].[OH2:26].[c:6]1([C:12]([c:13]2[cH:14][cH:15][cH:16][cH:17][cH:18]2)([c:19]2[cH:20][cH:21][cH:22][cH:23][cH:24]2)[Cl:25])[cH:7][cH:8][cH:9][cH:10][cH:11]1.[nH:1]1[cH:2][n:3][cH:4][cH:5]1>>[n:1]1([C:12]([c:6]2[cH:7][cH:8][cH:9][cH:10][cH:11]2)([c:13]2[cH:14][cH:15][cH:16][cH:17][cH:18]2)[c:19]2[cH:20][cH:21][cH:22][cH:23][cH:24]2)[cH:2][n:3][cH:4][cH:5]1.